Dataset: the Open Reaction Database (ORD), a public repository of structured organic reaction records. Task: describe an organic reaction: reactants, conditions, products, and yield The reactants are COc1cc(C=O)cc(CN(C)C)c1O, CC(=O)O, NCCC(=O)O, O=C1CSC(=S)N1. Product: COc1cc(C=C2SC(=S)NC2=O)cc(CN(C)C)c1O. As a reaction SMILES: [CH3:1][N:2]([CH3:3])[CH2:4][c:5]1[cH:6][c:7]([CH:8]=[O:9])[cH:10][c:11]([O:14][CH3:15])[c:12]1[OH:13].[CH3:29][C:30](=[O:31])[OH:32].[NH2:23][CH2:24][CH2:25][C:26]([OH:27])=[O:28].[S:16]1[C:17](=[S:18])[NH:19][C:20](=[O:21])[CH2:22]1>>[CH3:1][N:2]([CH3:3])[CH2:4][c:5]1[cH:6][c:7]([CH:8]=[C:22]2[S:16][C:17](=[S:18])[NH:19][C:20]2=[O:21])[cH:10][c:11]([O:14][CH3:15])[c:12]1[OH:13]. Reactants: ClC1=CC2=C(OC3=C(C(N2)=O)C=CC=C3)C=C1 (8-chloro-10,11-dihydrodibenz[b,f][1,4]oxazepin-11-one), P(Cl)(Cl)(Cl)(Cl)Cl (phosphorus pentachloride). Run in C1(=CC=CC=C1)C (toluene). Product: ClC1=CC2=C(OC3=C(C(=N2)Cl)C=CC=C3)C=C1 (8,11-dichlorodibenz[b,f][1,4]oxazepine). Isolated yield 89.8%. RXN SMILES: [Cl:1][C:2]1[CH:17]=[CH:16][C:5]2[O:6][C:7]3[CH:15]=[CH:14][CH:13]=[CH:12][C:8]=3[C:9](=O)[NH:10][C:4]=2[CH:3]=1.P(Cl)(Cl)(Cl)(Cl)[Cl:19]>C1(C)C=CC=CC=1>[Cl:1][C:2]1[CH:17]=[CH:16][C:5]2[O:6][C:7]3[CH:15]=[CH:14][CH:13]=[CH:12][C:8]=3[C:9]([Cl:19])=[N:10][C:4]=2[CH:3]=1. Reported procedure: To a stirred solution of 8-chloro-10,11-dihydrodibenz[b,f][1,4]oxazepin-11-one (0.53 g, 2.15 mmol) in toluene (20 mL) was added phosphorus pentachloride (0.54 g, 2.58 mmol) at room temperature under argon. The resulting mixture was heated at reflux for 4 h and the solvent was removed in vacuo. The residue was redissolved in toluene and reconcentrated. The light yellow solid 8,11-dichlorodibenz[b,f][1,4]oxazepine (0.51 g, quantitative yield) was used directly for the next reaction without further... The reactants are NC(CC)C=1C(NC(=NN1)C1=CC=C(C=C1)Br)=O (6-(1-Aminopropyl)-3-(4-bromophenyl)-1,2,4-triazin-5(4H)-one), C(C)(C)(C)[C@H]1CC[C@H](CC1)C(=O)Cl (cis-4-tert-butylcyclohexylcarbonyl chloride). The product is BrC1=CC=C(C=C1)C1=NN2C(C(N1)=O)=C(N=C2[C@@H]2CC[C@@H](CC2)C(C)(C)C)CC (cis-2-(4-Bromophenyl)-7-(4-tert-butylcyclohexyl)-5-ethylimidazo[5,1-f][1,2,4]-triazin-4(3H)-one). RXN SMILES: [NH2:1][CH:2]([C:5]1[C:6](=[O:18])[NH:7][C:8]([C:11]2[CH:16]=[CH:15][C:14]([Br:17])=[CH:13][CH:12]=2)=[N:9][N:10]=1)[CH2:3][CH3:4].[C:19]([C@@H:23]1[CH2:28][CH2:27][C@H:26]([C:29](Cl)=O)[CH2:25][CH2:24]1)([CH3:22])([CH3:21])[CH3:20]>>[Br:17][C:14]1[CH:15]=[CH:16][C:11]([C:8]2[NH:7][C:6](=[O:18])[C:5]3=[C:2]([CH2:3][CH3:4])[N:1]=[C:29]([C@H:26]4[CH2:27][CH2:28][C@@H:23]([C:19]([CH3:20])([CH3:22])[CH3:21])[CH2:24][CH2:25]4)[N:10]3[N:9]=2)=[CH:12][CH:13]=1. Reported procedure: In analogy to the procedure for Example 23A, 7.6 g (24.6 mmol) 6-(1-aminopropyl)-3-(4-bromophenyl)-1,2,4-triazin-5(4H)-one (Example 29A), 4.98 g (24.55 mmol) cis-4-tert-butylcyclohexylcarbonyl chloride (Example 42A) and proportionate amounts of the other reagents are used. Reactants: [BH4-], O=Cc1ccco1, Nc1ccccn1, [Na+], c1ccccc1. Yields the product Nc1ncccc1Cc1ccco1. Reaction SMILES: [BH4-:15].[CH:8]([c:9]1[cH:10][cH:11][cH:12][o:13]1)=[O:14].[NH2:1][c:2]1[n:3][cH:4][cH:5][cH:6][cH:7]1.[Na+:16].[cH:17]1[cH:18][cH:19][cH:20][cH:21][cH:22]1>>[NH2:1][c:2]1[n:3][cH:4][cH:5][cH:6][c:7]1[CH2:8][c:9]1[cH:10][cH:11][cH:12][o:13]1. The reactants are CC(C)C(NC(=O)OC(C)(C)C)C(=O)O, C1CCOC1, CN1CCOCC1, CC(C)COC(=O)Cl, [NH4+], [OH-]. Product: CC(C)C(NC(=O)OC(C)(C)C)C(=O)O, [NH2-]. RXN SMILES: [C:1](=[O:2])([O:3][C:4]([CH3:5])([CH3:6])[CH3:7])[NH:8][CH:9]([CH:10]([CH3:11])[CH3:12])[C:13](=[O:14])[OH:15].[CH2:33]1[O:34][CH2:35][CH2:36][CH2:37]1.[CH3:16][N:17]1[CH2:18][CH2:19][O:20][CH2:21][CH2:22]1.[Cl:23][C:24]([O:25][CH2:26][CH:27]([CH3:28])[CH3:29])=[O:30].[NH4+:32].[OH-:31]>>[C:1](=[O:2])([O:3][C:4]([CH3:5])([CH3:6])[CH3:7])[NH:8][CH:9]([CH:10]([CH3:11])[CH3:12])[C:13](=[O:14])[OH:15].[NH2-:17].